Dataset: the Open Reaction Database (ORD), a public repository of structured organic reaction records. Task: describe an organic reaction: reactants, conditions, products, and yield Starting materials: C[Li] (methyl lithium), O (water), O=C1CC2=C(C=CC3=C1C=CC=C3)C=CC=C2 (5-oxo-dibenzo[a,e]cyclooctene), solution. Run in C(C)OCC (diethyl ether), C(C)OCC (diethyl ether). The product is OC1(CC2=C(C=CC3=C1C=CC=C3)C=CC=C2)C (5-Hydroxy-5-methyl-dibenzo[a,e]cyclooctene). Reaction SMILES: [O:1]=[C:2]1[C:9]2[CH:10]=[CH:11][CH:12]=[CH:13][C:8]=2[CH:7]=[CH:6][C:5]2[CH:14]=[CH:15][CH:16]=[CH:17][C:4]=2[CH2:3]1.[CH3:18][Li].O>C(OCC)C>[OH:1][C:2]1([CH3:18])[C:9]2[CH:10]=[CH:11][CH:12]=[CH:13][C:8]=2[CH:7]=[CH:6][C:5]2[CH:14]=[CH:15][CH:16]=[CH:17][C:4]=2[CH2:3]1. Reported procedure: To a stirred solution of 5-oxo-dibenzo[a,e]cyclooctene (10.0 g) in dry diethyl ether at 0° C. under nitrogen, was added over 5 minutes, through a canula, a solution of methyl lithium (40 ml of a 1.4M solution in diethyl ether). After a further 10 minutes stirring water (40 ml) was added cautiously and the separated aqueous layer discarded. The organic layer was washed with water. then dried and evaporated. Crystallisation from diethyl ether/hexane gave the pure alcohol (6.2 g), mp 108°-109° C.